This data is from the Open Reaction Database (ORD), a public repository of structured organic reaction records. The task is: describe an organic reaction: reactants, conditions, products, and yield Reactants: [Al+3], CC#N, [Cl-], [Cl-], [Cl-], COc1cc(OC)c(C(=O)c2ccc(F)cc2)cc1Cl, [I-], [Na+]. Yields the product COc1cc(O)c(C(=O)c2ccc(F)cc2)cc1Cl. Reaction SMILES: [Al+3:24].[CH3:27][C:28]#[N:29].[Cl-:23].[Cl-:25].[Cl-:26].[Cl:1][c:2]1[c:3]([O:19][CH3:20])[cH:4][c:5]([O:17][CH3:18])[c:6]([C:8](=[O:9])[c:10]2[cH:11][cH:12][c:13]([F:16])[cH:14][cH:15]2)[cH:7]1.[I-:22].[Na+:21]>>[Cl:1][c:2]1[c:3]([O:19][CH3:20])[cH:4][c:5]([OH:17])[c:6]([C:8](=[O:9])[c:10]2[cH:11][cH:12][c:13]([F:16])[cH:14][cH:15]2)[cH:7]1.